Dataset: the Open Reaction Database (ORD), a public repository of structured organic reaction records. Task: describe an organic reaction: reactants, conditions, products, and yield Reactants: CN1CCN(CC1)CCCC1=C(NC=2CCCCC12)C=O (3-[3-(4-Methyl-piperazin-1-yl)-propyl]-4,5,6,7-tetrahydro-1H-indole-2-carbaldehyde), CNS(=O)(=O)C=1C=C2CC(NC2=CC1)=O (5-methylaminosulfonyloxindole). The product is CNS(=O)(=O)C=1C=C2/C(/C(NC2=CC1)=O)=C/C=1NC=2CCCCC2C1CCCN1CCN(CC1)C (3-[1-{3-[3-(4-methyl-piperazin-1-yl)-propyl]-4,5,6,7-tetrahydro-1H-indol-2-yl}-meth-(Z)-ylidene]-2-oxo-2,3-dihydro-1H-indole-5-sulfonic acid methylamide). Yield: 46.9%. Reaction SMILES: [CH3:1][N:2]1[CH2:7][CH2:6][N:5]([CH2:8][CH2:9][CH2:10][C:11]2[C:19]3[CH2:18][CH2:17][CH2:16][CH2:15][C:14]=3[NH:13][C:12]=2[CH:20]=O)[CH2:4][CH2:3]1.[CH3:22][NH:23][S:24]([C:27]1[CH:28]=[C:29]2[C:33](=[CH:34][CH:35]=1)[NH:32][C:31](=[O:36])[CH2:30]2)(=[O:26])=[O:25]>>[CH3:22][NH:23][S:24]([C:27]1[CH:28]=[C:29]2[C:33](=[CH:34][CH:35]=1)[NH:32][C:31](=[O:36])/[C:30]/2=[CH:20]\[C:12]1[NH:13][C:14]2[CH2:15][CH2:16][CH2:17][CH2:18][C:19]=2[C:11]=1[CH2:10][CH2:9][CH2:8][N:5]1[CH2:4][CH2:3][N:2]([CH3:1])[CH2:7][CH2:6]1)(=[O:26])=[O:25]. Procedure details: 3-[3-(4-Methyl-piperazin-1-yl)-propyl]-4,5,6,7-tetrahydro-1H-indole-2-carbaldehyde (87 mg, 0.3 mmol) was condensed with 5-methylaminosulfonyloxindole (68 mg, 0.3 mmol) following the same procedure used in Example 1, step 5 above. No solid precipitated out. The reaction solution was rotary evaporated and purified by flash chromatography and eluting with (dichloromethane: methanol 13/1, 10/1, 8/1) to give (70 mg, 47% yield) of 3-[1-{3-[3-(4-methyl-piperazin-1-yl)-propyl]-4,5,6,7-tetrahydro-1H-indo... Starting materials: CCBr, [H-], [Na+], CN(C)C=O, COC(=O)Cc1cccc(O)c1. Product: CCOc1cccc(CC(=O)OC)c1. Reaction SMILES: [CH2:15]([CH3:16])[Br:17].[H-:14].[Na+:13].[O:18]=[CH:19][N:20]([CH3:21])[CH3:22].[OH:1][c:2]1[cH:3][c:4]([CH2:8][C:9](=[O:10])[O:11][CH3:12])[cH:5][cH:6][cH:7]1>>[O:1]([c:2]1[cH:3][c:4]([CH2:8][C:9](=[O:10])[O:11][CH3:12])[cH:5][cH:6][cH:7]1)[CH2:15][CH3:16].